Dataset: the Open Reaction Database (ORD), a public repository of structured organic reaction records. Task: describe an organic reaction: reactants, conditions, products, and yield The reactants are CCCCCCBr, O=C([O-])[O-], CCOCCO, Oc1cc(O)c(-c2nc(-c3ccccc3)nc(-c3ccccc3)n2)cc1Cl, [I-], [K+], [K+], [K+]. Product: CCCCCCOc1cc(O)c(-c2nc(-c3ccccc3)nc(-c3ccccc3)n2)cc1Cl. As a reaction SMILES: [Br:36][CH2:37][CH2:38][CH2:39][CH2:40][CH2:41][CH3:42].[C:28](=[O:29])([O-:30])[O-:31].[CH3:43][CH2:44][O:45][CH2:46][CH2:47][OH:48].[Cl:1][c:2]1[c:3]([OH:27])[cH:4][c:5]([OH:26])[c:6](-[c:8]2[n:9][c:10](-[c:20]3[cH:21][cH:22][cH:23][cH:24][cH:25]3)[n:11][c:12](-[c:14]3[cH:15][cH:16][cH:17][cH:18][cH:19]3)[n:13]2)[cH:7]1.[I-:35].[K+:32].[K+:33].[K+:34]>>[Cl:1][c:2]1[c:3]([O:27][CH2:37][CH2:38][CH2:39][CH2:40][CH2:41][CH3:42])[cH:4][c:5]([OH:26])[c:6](-[c:8]2[n:9][c:10](-[c:20]3[cH:21][cH:22][cH:23][cH:24][cH:25]3)[n:11][c:12](-[c:14]3[cH:15][cH:16][cH:17][cH:18][cH:19]3)[n:13]2)[cH:7]1. Reactants: FC(C=1C=C(C=C(C1)C(F)(F)F)NC(CN1C=NC2=C(C1=O)C(=C(S2)C(=O)OC)C)=O)(F)F (methyl 3-(2-(3,5-bis(trifluoromethyl)phenylamino)-2-oxoethyl)-5-methyl-4-oxo-3,4-dihydrothieno[2,3-d]pyrimidine-6-carboxylate), O (H2O), O.[OH-].[Li+] (lithium hydroxide monohydrate). The solvent is C1CCOC1 (THF), CO (MeOH). Conditions: time 8 hour. Product: FC(C=1C=C(C=C(C1)C(F)(F)F)NC(CN1C=NC2=C(C1=O)C(=C(S2)C(=O)O)C)=O)(F)F (3-(2-(3,5-bis(trifluoromethyl)phenylamino)-2-oxoethyl)-5-methyl-4-oxo-3,4-dihydrothieno[2,3-d]pyrimidine-6-carboxylic acid). Isolated yield 58.7%. As a reaction SMILES: [F:1][C:2]([F:33])([F:32])[C:3]1[CH:4]=[C:5]([NH:13][C:14](=[O:31])[CH2:15][N:16]2[C:21](=[O:22])[C:20]3[C:23]([CH3:30])=[C:24]([C:26]([O:28]C)=[O:27])[S:25][C:19]=3[N:18]=[CH:17]2)[CH:6]=[C:7]([C:9]([F:12])([F:11])[F:10])[CH:8]=1.O.O.[OH-].[Li+]>C1COCC1.CO>[F:32][C:2]([F:1])([F:33])[C:3]1[CH:4]=[C:5]([NH:13][C:14](=[O:31])[CH2:15][N:16]2[C:21](=[O:22])[C:20]3[C:23]([CH3:30])=[C:24]([C:26]([OH:28])=[O:27])[S:25][C:19]=3[N:18]=[CH:17]2)[CH:6]=[C:7]([C:9]([F:11])([F:12])[F:10])[CH:8]=1 |f:2.3.4|. Procedure details: To a solution of methyl 3-(2-(3,5-bis(trifluoromethyl)phenylamino)-2-oxoethyl)-5-methyl-4-oxo-3,4-dihydrothieno[2,3-d]pyrimidine-6-carboxylate, (3.3 g, 6.75 mmol) in THF (30 mL), MeOH (10 mL), and H2O (10 mL) was added lithium hydroxide monohydrate (1.42 g, 33.8 mmol). The reaction mixture was then stirred at RT overnight. The reaction mixture was concentrated, diluted with H2O (30 mL) and washed with DCM (2×30 mL). The aqueous layer was acidified (pH˜2) with 1M HCl and the resultant precipitate... Starting materials: BrCCCBr, O=C([O-])[O-], CC#N, [Cs+], [Cs+], N#Cc1ccc(O)cc1. Product: N#Cc1ccc(OCCCBr)cc1. Reaction SMILES: [Br:10][CH2:11][CH2:12][CH2:13][Br:14].[C:15](=[O:16])([O-:17])[O-:18].[CH3:21][C:22]#[N:23].[Cs+:19].[Cs+:20].[OH:1][c:2]1[cH:3][cH:4][c:5]([C:8]#[N:9])[cH:6][cH:7]1>>[O:1]([c:2]1[cH:3][cH:4][c:5]([C:8]#[N:9])[cH:6][cH:7]1)[CH2:13][CH2:12][CH2:11][Br:10]. The reactants are BrC=1C=C(C=C(C1OC)Br)C(=O)N1C2=C(OC(C1)(C)C)C=CN=C2 ((3,5-dibromo-4-methoxy-phenyl)-(2,2-dimethyl-2,3-dihydro-pyrido[4,3-b][1,4]oxazin-4-yl)-methanone), solution, B(Br)(Br)Br (boron tribromide). The product is compound 9, BrC=1C=C(C=C(C1O)Br)C(=O)N1C2=C(OC(C1)(C)C)C=CN=C2 ((3,5-dibromo-4-hydroxy-phenyl)-(2,2-dimethyl-2,3-dihydro-pyrido[4,3-b][1,4]oxazin-4-yl)-methanone). Isolated yield 49.8%. As a reaction SMILES: [Br:1][C:2]1[CH:3]=[C:4]([C:11]([N:13]2[CH2:18][C:17]([CH3:20])([CH3:19])[O:16][C:15]3[CH:21]=[CH:22][N:23]=[CH:24][C:14]2=3)=[O:12])[CH:5]=[C:6]([Br:10])[C:7]=1[O:8]C.B(Br)(Br)Br>>[Br:1][C:2]1[CH:3]=[C:4]([C:11]([N:13]2[CH2:18][C:17]([CH3:19])([CH3:20])[O:16][C:15]3[CH:21]=[CH:22][N:23]=[CH:24][C:14]2=3)=[O:12])[CH:5]=[C:6]([Br:10])[C:7]=1[OH:8]. Procedure details: By the same method as in Example 6, (3,5-dibromo-4-methoxy-phenyl)-(2,2-dimethyl-2,3-dihydro-pyrido[4,3-b][1,4]oxazin-4-yl)-methanone (70 mg, 0.15 mmol) was reacted with 1M solution of boron tribromide (0.9 ml, excess amount) to obtain the target compound 9, (3,5-dibromo-4-hydroxy-phenyl)-(2,2-dimethyl-2,3-dihydro-pyrido[4,3-b][1,4]oxazin-4-yl)-methanone (33 mg, 49%).